This data is from the Open Reaction Database (ORD), a public repository of structured organic reaction records. The task is: describe an organic reaction: reactants, conditions, products, and yield Reactants: CSc1cccc(Br)c1F, [Li]CCCCCC, CCN1CCC(=O)CC1, C1CCOC1. Reaction SMILES: [Br:1][c:2]1[c:3]([F:10])[c:4]([S:8][CH3:9])[cH:5][cH:6][cH:7]1.[CH2:11]([Li:12])[CH2:13][CH2:14][CH2:15][CH2:16][CH3:17].[CH2:18]([CH3:19])[N:20]1[CH2:21][CH2:22][C:23](=[O:26])[CH2:24][CH2:25]1.[O:27]1[CH2:28][CH2:29][CH2:30][CH2:31]1>>[c:2]1([C:23]2([OH:26])[CH2:22][CH2:21][N:20]([CH2:18][CH3:19])[CH2:25][CH2:24]2)[c:3]([F:10])[c:4]([S:8][CH3:9])[cH:5][cH:6][cH:7]1. Product: CCN1CCC(O)(c2cccc(SC)c2F)CC1. Starting materials: C=CC=C (1,3-butadiene), C=CC(C)=C (isoprene), C(CCC)[Li] (butyllithium). Solvent: CCCCCCC (n-heptane). Reaction conditions: temperature 50 celsius, time 5 hour. Yields the product C=CC=C.C=CC(C)=C (butadiene isoprene). RXN SMILES: [CH2:1]=[CH:2][CH:3]=[CH2:4].[CH2:5]=[CH:6][C:7](=[CH2:9])[CH3:8].C([Li])CCC>CCCCCCC>[CH2:1]=[CH:2][CH:3]=[CH2:4].[CH2:5]=[CH:6][C:7](=[CH2:8])[CH3:9] |f:4.5|. Reported procedure: In a reactor, a mixture of 57 g of 1,3-butadiene and 37 g of isoprene is added to a solution of 12.5 mmoles of butyllithium in 250 ml of n-heptane. The reaction mixture is stirred for 5 hours at 50° C., which results in a complete conversion of the monomers to a butadiene-isoprene copolymer having a butadiene content of 60% by weight and an average molecular weight by number of 5700. As a reaction SMILES: [Br:1][CH2:2][CH2:3][O:4][c:5]1[cH:6][cH:7][c:8]([C:9](=[O:10])[O:11][CH3:12])[cH:13][cH:14]1.[CH3:28][N:29]([CH3:30])[CH:31]=[O:32].[K:15].[O:16]=[C:17]1[NH:18][C:19](=[O:20])[c:21]2[cH:22][cH:23][cH:24][cH:25][c:26]21.[OH2:27]>>[CH2:2]([CH2:3][O:4][c:5]1[cH:6][cH:7][c:8]([C:9](=[O:10])[O:11][CH3:12])[cH:13][cH:14]1)[N:18]1[C:17](=[O:16])[c:26]2[c:21]([cH:22][cH:23][cH:24][cH:25]2)[C:19]1=[O:20]. Yields the product COC(=O)c1ccc(OCCN2C(=O)c3ccccc3C2=O)cc1. Reactants: COC(=O)c1ccc(OCCBr)cc1, CN(C)C=O, [K], O=C1NC(=O)c2ccccc21, O. The reactants are C1COCCN1, Cc1ccccc1, CCC(=O)c1ccc(O[Si](C(C)C)(C(C)C)C(C)C)cc1, [Cl-], [Cl-], [Cl-], [Cl-], [Ti+4]. The product is CC=C(c1ccc(O[Si](C(C)C)(C(C)C)C(C)C)cc1)N1CCOCC1. RXN SMILES: [CH2:1]1[CH2:2][O:3][CH2:4][CH2:5][NH:6]1.[CH3:33][c:34]1[cH:35][cH:36][cH:37][cH:38][cH:39]1.[CH:7]([CH3:8])([CH3:9])[Si:10]([O:11][c:12]1[cH:13][cH:14][c:15]([C:18]([CH2:19][CH3:20])=[O:21])[cH:16][cH:17]1)([CH:22]([CH3:23])[CH3:24])[CH:25]([CH3:26])[CH3:27].[Cl-:28].[Cl-:29].[Cl-:30].[Cl-:31].[Ti+4:32]>>[CH2:1]1[CH2:2][O:3][CH2:4][CH2:5][N:6]1[C:18]([c:15]1[cH:14][cH:13][c:12]([O:11][Si:10]([CH:7]([CH3:8])[CH3:9])([CH:22]([CH3:23])[CH3:24])[CH:25]([CH3:26])[CH3:27])[cH:17][cH:16]1)=[CH:19][CH3:20]. Reactants: C(CCC)(=O)C1C(CC(C(C1=O)C)CC(C)S(=O)CC)=O (2-butyryl-5-(2-ethylsulfinylpropyl)-4-methylcyclohexane-1,3-dione), C(C)ON (ethoxyamine). Run in C(C)O (ethanol). Run at temperature 0 celsius, time 3 hour. The product is C(C)ONC(CCC)=C1C(CC(C(C1=O)C)CC(C)S(=O)CC)=O (2-(1-ethoxyaminobutylidene)-5-(2-ethylsulfinylpropyl)-4-methylcyclohexane-1,3-dione). Yield: 75.2%. As a reaction SMILES: [C:1]([CH:6]1[C:11](=[O:12])[CH:10]([CH3:13])[CH:9]([CH2:14][CH:15]([S:17]([CH2:19][CH3:20])=[O:18])[CH3:16])[CH2:8][C:7]1=[O:21])(=O)[CH2:2][CH2:3][CH3:4].[CH2:22]([O:24][NH2:25])[CH3:23]>C(O)C>[CH2:22]([O:24][NH:25][C:1](=[C:6]1[C:11](=[O:12])[CH:10]([CH3:13])[CH:9]([CH2:14][CH:15]([S:17]([CH2:19][CH3:20])=[O:18])[CH3:16])[CH2:8][C:7]1=[O:21])[CH2:2][CH2:3][CH3:4])[CH3:23]. Procedure details: Into 20 ml of ethanol, 3.1 g of 2-butyryl-5-(2-ethylsulfinylpropyl)-4-methylcyclohexane-1,3-dione was dissolved and 0.61 g of ethoxyamine was dropped thereto at 0° C. and the resulting solution was stirred at room temperature for 3 hours. After completion of the reaction, the reaction solution was treated as in Example 1 to obtain 2.65 g of the desired compound as yellow oily material. Yield 74%, nD19 1.5348. Starting materials: C([O-])([O-])=O.[Cs+].[Cs+] (Cesium carbonate), N1N=NC=C1 (1,2,3-triazole), CC(C)(C(CC(C(C)(C)C)=O)=O)C (2,2,6,6-tetramethyl-3,5-heptanedione), IC=1C(=NC=C(C1)[N+](=O)[O-])O (3-iodo-5-nitropyridin-2-ol). The reagents and catalysts are [Cu](I)I (copper iodide). Run in CS(=O)C (DMSO), O (water). Conditions: temperature 155 celsius, time 1 hour. The product is [N+](=O)([O-])C=1C=C(C(=NC1)O)N1N=CC=N1 (5-nitro-3-(2H-1,2,3-triazol-2-yl)pyridin-2-ol). RXN SMILES: C(=O)([O-])[O-].[Cs+].[Cs+].[NH:7]1[CH:11]=[CH:10][N:9]=[N:8]1.CC(C)(C(=O)CC(=O)C(C)(C)C)C.I[C:26]1[C:27]([OH:35])=[N:28][CH:29]=[C:30]([N+:32]([O-:34])=[O:33])[CH:31]=1>[Cu](I)I.O.CS(C)=O>[N+:32]([C:30]1[CH:31]=[C:26]([N:8]2[N:9]=[CH:10][CH:11]=[N:7]2)[C:27]([OH:35])=[N:28][CH:29]=1)([O-:34])=[O:33] |f:0.1.2|. Procedure: Cesium carbonate (24.4 g), 1,2,3-triazole (4.35 ml), 2,2,6,6-tetramethyl-3,5-heptanedione (3.89 ml), and copper iodide (7.1 g) were added to a DMSO (100 ml) solution containing 3-iodo-5-nitropyridin-2-ol (10 g) in a nitrogen atmosphere, followed by stirring at 155° C. for 1 hour. The reaction solution was adjusted to room temperature and water was added to the reaction solution. An insoluble precipitate was removed by filtration. 1M hydrochloric acid (110 ml) was added to the resulting filtrate ...